Task: describe an organic reaction: reactants, conditions, products, and yield. Dataset: the Open Reaction Database (ORD), a public repository of structured organic reaction records The reactants are C1(O)=CC(O)=CC=C1 (resorcinol), C(C)(=O)O (acetic acid). Run in Br (hydrogen bromide). Conditions: temperature 80 celsius. Yields the product OC1=CC(=C(C=C1)C(C)=O)O (1,3-Dihydroxy-4-acetylbenzene). As a reaction SMILES: [C:1]1([CH:8]=[CH:7][CH:6]=[C:4]([OH:5])[CH:3]=1)[OH:2].[C:9](O)(=[O:11])[CH3:10]>Br>[OH:2][C:1]1[CH:8]=[CH:7][C:6]([C:9](=[O:11])[CH3:10])=[C:4]([OH:5])[CH:3]=1. Procedure details: In a procedure similar to Example 1, resorcinol (0.55 g, 5.0 mmol) was dissolved in 20% hydrogen bromide in glacial acetic acid (40 g, 99 mmol of HBr, made by bubbling hydrogen bromide gas through glacial acetic acid) and the mixture was heated to 80° C. for 5.5 hours. Isolation of the product as in Example 1 yielded the title product, with the same n.m.r. data as in Example 1. Reactants: ClC1=CC=CN=C1C=2C=CC=C3C=CC=CC32. The reagents and catalysts are O1BOC(C)(C)C1(C)C, O1B(OC(C)(C)C1(C)C)B2OC(C)(C)C(O2)(C)C, N=1C=CC=CC1C=NN(CC=2C=CC=CC2)CC=3C=CC=CC3, C[OH2+].C[OH2+].C1CC=CCCC=C1.C1CC=CCCC=C1.[Ir].[Ir]. Solvent: O1CCCC1. Conditions: temperature 80 celsius, time 12 hour. Yields the product ClC1=CC=CN=C1C=2C(=CC=C3C=CC=CC32)B4OC(C)(C)C(O4)(C)C. The yield is 58.0%. Procedure details: Following the general procedure, column chromatography (EtOAc/nhexane 1:6) afforded 9f (106 mg, 58 %) as a colorless viscous oil. Starting materials: C(C)NC(=O)NC1=C(C=CC=C1)O (N-ethyl-N′-(2-hydroxyphenyl)urea), N(=C=O)C1=C(C=CC=C1)OC (1-isocyanato-2-methoxybenzene), CNC (dimethylamine). The product is OC1=C(C=CC=C1)NC(N(C)C)=O (N′-(2-hydroxyphenyl)-N,N-dimethylurea). Isolated yield 54.0%. Reaction SMILES: [CH2:1]([NH:3][C:4]([NH:6][C:7]1[CH:12]=[CH:11][CH:10]=[CH:9][C:8]=1[OH:13])=[O:5])C.N(C1C=CC=CC=1OC)=[C:15]=O.CNC>>[OH:13][C:8]1[CH:9]=[CH:10][CH:11]=[CH:12][C:7]=1[NH:6][C:4](=[O:5])[N:3]([CH3:15])[CH3:1]. Procedure: The subtitled compound was prepared using the procedure as described for Example 25 for N-ethyl-N′-(2-hydroxyphenyl)urea from 1-isocyanato-2-methoxybenzene and dimethylamine (2M solution in THF). Yield 54%.